The task is: describe an organic reaction: reactants, conditions, products, and yield. This data is from the Open Reaction Database (ORD), a public repository of structured organic reaction records. Starting materials: CCOC(OCC)C(C)N(Cc1cccc2cccnc12)C(=O)C(C)N, O=C(O)CONC(=O)NCc1ccncc1. Product: CCOC(OCC)C(C)N(Cc1cccc2cccnc12)C(=O)C(C)NC(=O)CONC(=O)NCc1ccncc1. RXN SMILES: [NH2:17][CH:18]([C:19](=[O:20])[N:21]([CH2:22][c:23]1[cH:24][cH:25][cH:26][c:27]2[cH:28][cH:29][cH:30][n:31][c:32]12)[CH:33]([CH:34]([O:35][CH2:36][CH3:37])[O:38][CH2:39][CH3:40])[CH3:41])[CH3:42].[n:1]1[cH:2][cH:3][c:4]([CH2:7][NH:8][C:9]([NH:10][O:11][CH2:12][C:13](=[O:14])[OH:15])=[O:16])[cH:5][cH:6]1>>[n:1]1[cH:2][cH:3][c:4]([CH2:7][NH:8][C:9]([NH:10][O:11][CH2:12][C:13](=[O:15])[NH:17][CH:18]([C:19](=[O:20])[N:21]([CH2:22][c:23]2[cH:24][cH:25][cH:26][c:27]3[cH:28][cH:29][cH:30][n:31][c:32]23)[CH:33]([CH:34]([O:35][CH2:36][CH3:37])[O:38][CH2:39][CH3:40])[CH3:41])[CH3:42])=[O:16])[cH:5][cH:6]1.